From a dataset of the Open Reaction Database (ORD), a public repository of structured organic reaction records. describe an organic reaction: reactants, conditions, products, and yield The reactants are COC(=S)C=1N(C2=CC=C(C=C2C1)C)S(=O)(=O)C1=CC=CC=C1 (1-benzenesulfonyl-5-methylthioindole-2-carboxylic acid methyl ester), O1CCCC1 (tetrahydrofuran), O (water), OOS(=O)[O-].[K+] (OXONE), C(C)(=O)OCC (ethyl acetate). Run at temperature 22.5 celsius, time 1 hour. The product is COC(=O)C=1N(C2=CC=C(C=C2C1)S(=O)(=O)C)S(=O)(=O)C1=CC=CC=C1 (1-benzenesulfonyl-5-methanesulfonylindole-2-carboxylic acid methyl ester). Reaction SMILES: COC(C1[N:6]([S:15]([C:18]2[CH:23]=[CH:22][CH:21]=[CH:20][CH:19]=2)(=[O:17])=[O:16])[C:7]2[C:12]([CH:13]=1)=[CH:11][C:10](C)=[CH:9][CH:8]=2)=S.O1CCC[CH2:25]1.O.OO[S:32]([O-:34])=[O:33].[K+].[C:36]([O:39][CH2:40]C)(=[O:38])[CH3:37]>>[CH3:40][O:39][C:36]([C:37]1[N:6]([S:15]([C:18]2[CH:23]=[CH:22][CH:21]=[CH:20][CH:19]=2)(=[O:17])=[O:16])[C:7]2[C:12]([CH:13]=1)=[CH:11][C:10]([S:32]([CH3:25])(=[O:34])=[O:33])=[CH:9][CH:8]=2)=[O:38] |f:3.4|. Reported procedure: To a mixture of the compound obtained in Example 22 (1) (3.4 g), tetrahydrofuran (90 ml) and water (45 ml), OXONE (registered trademark) (8.7 g) was added at 0° C. and the mixture was stirred for 20 minutes and at 15 to 30° C. for 1 hour. The mixture was diluted with ethyl acetate. The organic layer was washed with water and dried over sodium-sulfate. The solvent was distilled off under reduced pressure to obtain 3.5 g of a white amorphous 1-benzenesulfonyl-5-methanesulfonylindole-2-carboxylic a... The reactants are CCOc1ccc(F)cc1, C1CCOC1, [Li]CCCC, CN(C)C=O. Yields the product CCOc1ccc(F)c(C=O)c1. RXN SMILES: [CH2:1]([CH3:2])[O:3][c:4]1[cH:5][cH:6][c:7]([F:10])[cH:8][cH:9]1.[CH2:21]1[O:22][CH2:23][CH2:24][CH2:25]1.[CH3:11][CH2:12][CH2:13][CH2:14][Li:15].[O:16]=[CH:17][N:18]([CH3:19])[CH3:20]>>[CH2:1]([CH3:2])[O:3][c:4]1[cH:5][cH:6][c:7]([F:10])[c:8]([CH:17]=[O:16])[cH:9]1.